Dataset: the Open Reaction Database (ORD), a public repository of structured organic reaction records. Task: describe an organic reaction: reactants, conditions, products, and yield Starting materials: O=C1CCC(N2Cc3c(OCc4ccc(CBr)cc4)cccc3C2=O)C(=O)N1, CC#N, CS(=O)(=O)C1CCNCC1, CCOC(C)=O. Yields the product CS(=O)(=O)C1CCN(Cc2ccc(COc3cccc4c3CN(C3CCC(=O)NC3=O)C4=O)cc2)CC1. As a reaction SMILES: [Br:1][CH2:2][c:3]1[cH:4][cH:5][c:6]([CH2:7][O:8][c:9]2[c:10]3[c:14]([cH:15][cH:16][cH:17]2)[C:13](=[O:18])[N:12]([CH:19]2[C:20](=[O:26])[NH:21][C:22](=[O:25])[CH2:23][CH2:24]2)[CH2:11]3)[cH:27][cH:28]1.[CH3:29][C:30]#[N:31].[CH3:32][S:33](=[O:34])(=[O:35])[CH:36]1[CH2:37][CH2:38][NH:39][CH2:40][CH2:41]1.[CH3:42][CH2:43][O:44][C:45]([CH3:46])=[O:47]>>[CH2:2]([c:3]1[cH:4][cH:5][c:6]([CH2:7][O:8][c:9]2[c:10]3[c:14]([cH:15][cH:16][cH:17]2)[C:13](=[O:18])[N:12]([CH:19]2[C:20](=[O:26])[NH:21][C:22](=[O:25])[CH2:23][CH2:24]2)[CH2:11]3)[cH:27][cH:28]1)[N:39]1[CH2:38][CH2:37][CH:36]([S:33]([CH3:32])(=[O:34])=[O:35])[CH2:41][CH2:40]1.